Dataset: the Open Reaction Database (ORD), a public repository of structured organic reaction records. Task: describe an organic reaction: reactants, conditions, products, and yield Starting materials: FC1=C(C=CC(=C1)C)C(CC1=CC=CC=C1)=O (1-(2-fluoro-4-methylphenyl)-2-phenylethanone), [Li+].C[Si](C)(C)[N-][Si](C)(C)C (LiHMDS), O.NN (hydrazine hydrate), CSCCC=O (3-(methylthio)propan-1-one). Procedure: To a solution of 1-(2-fluoro-4-methylphenyl)-2-phenylethanone (2.0 g, 8.76 mmol) in THF (10 mL) was added LiHMDS (1.0 M in THF) (17.52 mL, 17.52 mmol) slowly via syringe at 0° C. After stirring for 10 min, 1-0H-benzo[d][1,2,3]triazol-1-yl)-3-(methylthio)propan-1-one (2.327 g, 10.51 mmol) was added in one portion. The reaction was stirred at 0° C. for 30 min before quenched with AcOH (2 mL). To the reaction were added EtOH (30 mL), hydrazine hydrate (1.316 g, 26.3 mmol), and brought to reflux for... Product: FC1=C(C=CC(=C1)C)C1=NNC(=C1C1=CC=CC=C1)CCSC (3-(2-Fluoro-4-methylphenyl)-5-(2-(methylthio)ethyl)-4-phenyl-1H-pyrazole). Conditions: time 10 minute. Solvent: C1CCOC1 (THF), CCO (EtOH). Isolated yield 49.0%. RXN SMILES: [F:1][C:2]1[CH:7]=[C:6]([CH3:8])[CH:5]=[CH:4][C:3]=1[C:9](=O)[CH2:10][C:11]1[CH:16]=[CH:15][CH:14]=[CH:13][CH:12]=1.[Li+].C[Si]([N-][Si](C)(C)C)(C)C.[CH3:28][S:29][CH2:30][CH2:31][CH:32]=O.O.[NH2:35][NH2:36]>C1COCC1.CCO>[F:1][C:2]1[CH:7]=[C:6]([CH3:8])[CH:5]=[CH:4][C:3]=1[C:9]1[C:10]([C:11]2[CH:16]=[CH:15][CH:14]=[CH:13][CH:12]=2)=[C:32]([CH2:31][CH2:30][S:29][CH3:28])[NH:36][N:35]=1 |f:1.2,4.5|.